From a dataset of the Open Reaction Database (ORD), a public repository of structured organic reaction records. describe an organic reaction: reactants, conditions, products, and yield The reactants are CC1=CC2=CC=CC=C2C=C1 (2-methylnaphthalene), BrN1C(CCC1=O)=O (N-bromosuccinimide), C1(CCC(N1)=O)=O (succinimide). Solvent: C(Cl)(Cl)(Cl)Cl (carbon tetrachloride). Yields the product BrCC1=CC2=CC=CC=C2C=C1 (2-Bromomethylnaphthalene). The yield is 101.8%. RXN SMILES: [CH3:1][C:2]1[CH:11]=[CH:10][C:9]2[C:4](=[CH:5][CH:6]=[CH:7][CH:8]=2)[CH:3]=1.[Br:12]N1C(=O)CCC1=O.C1(=O)NC(=O)CC1>C(Cl)(Cl)(Cl)Cl>[Br:12][CH2:1][C:2]1[CH:11]=[CH:10][C:9]2[C:4](=[CH:5][CH:6]=[CH:7][CH:8]=2)[CH:3]=1. Reported procedure: A mixture of 250 g (1.75 m) of 2-methylnaphthalene and 312.5 g (1.75 m) of N-bromosuccinimide in 1125 ml of carbon tetrachloride in a 3 liter round bottom flask fitted with a stirrer and reflux condenser with a drying tube was refluxed for twenty hours. The insoluble succinimide (171 g, 1.73 moles) was filtered and washed with 250 ml of carbon tetrachloride. Concentrated in vacuo gave 395 g of an oil to which was added 800 ml of petroleum ether. Solid crystallized immediately and was filtered an... Yields the product COC1=CC=C(C=C1)C=1OC(=C(N1)C(=O)OCC)C (2-(4-Methoxyphenyl)-4-carbethoxy-5-methyloxazole). Reagents/catalysts: [Zn] (zinc). Reactants: Cl.COC1=CC=C(C=C1)C=1OC(=C([N+]1[O-])C)C (2-(4-Methoxyphenyl)-4,5-dimethyloxazole N-oxide hydrochloride), ClCC1=NOC(=C1)C (3-Chloromethyl-5-methylisoxazole), C(C)(C)(C)OC (methyl t-butyl ether). Reaction SMILES: Cl.[CH3:2][O:3][C:4]1[CH:9]=[CH:8][C:7]([C:10]2[O:11][C:12]([CH3:17])=[C:13]([CH3:16])[N+:14]=2[O-])=[CH:6][CH:5]=1.ClCC1C=[C:23]([CH3:25])[O:22]N=1.C([O:30]C)(C)(C)C>[Zn]>[CH3:2][O:3][C:4]1[CH:9]=[CH:8][C:7]([C:10]2[O:11][C:12]([CH3:17])=[C:13]([C:16]([O:22][CH2:23][CH3:25])=[O:30])[N:14]=2)=[CH:6][CH:5]=1 |f:0.1|. Procedure details: 2-(4-Methoxyphenyl)-4-carbethoxy-5-methyloxazole was prepared in 61% yield by zinc dust reduction of the compound of part (a) in accordance with the procedure of Example 89, part (b), and obtained as a crystalline material, m.p. 74°-76° C. (from methyl t-butyl ether). Yield: 61.0%. The yield is 81.5%. Reactants: compound 108c, BrC=1C(N(C=C(C1)Br)C)=O (3,5-dibromo-1-methylpyridin-2(1H)-one), NC1=CC=C(C=N1)N1C[C@@H](N(CC1)C(=O)OC(C)(C)C)C ((S)-tert-Butyl 4-(6-Aminopyridin-3-yl)-2-methyl-piperazine-1-carboxylate). Reported procedure: Following the procedures as described for compound 108c, reaction of 3,5-dibromo-1-methylpyridin-2(1H)-one (83 mg) and 107b (90 mg), gave 107c as a yellow solid (120 mg, 81%). MS: [M+H]+ 480 RXN SMILES: Br[C:2]1[C:3](=[O:10])[N:4]([CH3:9])[CH:5]=[C:6]([Br:8])[CH:7]=1.[NH2:11][C:12]1[N:17]=[CH:16][C:15]([N:18]2[CH2:23][CH2:22][N:21]([C:24]([O:26][C:27]([CH3:30])([CH3:29])[CH3:28])=[O:25])[C@@H:20]([CH3:31])[CH2:19]2)=[CH:14][CH:13]=1>>[Br:8][C:6]1[CH:7]=[C:2]([NH:11][C:12]2[N:17]=[CH:16][C:15]([N:18]3[CH2:23][CH2:22][N:21]([C:24]([O:26][C:27]([CH3:30])([CH3:29])[CH3:28])=[O:25])[C@@H:20]([CH3:31])[CH2:19]3)=[CH:14][CH:13]=2)[C:3](=[O:10])[N:4]([CH3:9])[CH:5]=1. The product is BrC=1C=C(C(N(C1)C)=O)NC1=CC=C(C=N1)N1C[C@@H](N(CC1)C(=O)OC(C)(C)C)C ((S)-tert-Butyl 4-(6-(5-Bromo-1-methyl-2-oxo-1,2-dihydro-pyridin-3-ylamino)pyridin-3-yl)-2-methylpiperazine-1-carboxylate). The reactants are [C]=O (carbon monoxide), O=O (oxygen), C12(CC3(CC(CC(C1)C3)(C2)O)O)O (1,3,5-adamantanetriol), Co(AA)2, C(C)(=O)O (acetic acid). Conditions: temperature 60 celsius, time 6 hour. Product: C12(CC3(CC(CC(C1)C3)(C2)O)O)O (1,3,5-adamantanetriol), C(=O)(O)C12CC3(CC(CC(C1)(C3)O)(C2)O)O (1-carboxy-3,5,7-adamantanetriol). Isolated yield 80.0%. As a reaction SMILES: [C:1]12([OH:13])[CH2:10][C:5]3([OH:11])[CH2:6][CH:7]([CH2:9][C:3]([OH:12])([CH2:4]3)[CH2:2]1)[CH2:8]2.[C]=O.O=O.[C:18]([OH:21])(=[O:20])[CH3:19]>>[C:5]12([OH:11])[CH2:10][C:1]3([OH:13])[CH2:8][CH:7]([CH2:9][C:3]([OH:12])([CH2:2]3)[CH2:4]1)[CH2:6]2.[C:18]([C:19]12[CH2:9][C:3]3([OH:12])[CH2:2][C:1]([OH:13])([CH2:10][C:5]([OH:11])([CH2:4]3)[CH2:6]1)[CH2:8]2)([OH:21])=[O:20] |^3:13|. Reported procedure: 10 mmol of 1,3,5-adamantanetriol, 1 mmol of NHPI, 0.005 mmol of Co(AA)2 were added to 25 ml of acetic acid, and the mixture was stirred at 60° C. for 6 hours in a reactor with a gas pack inflated with a mixed gas (mixed gas: 2 L of carbon monoxide adn 0.5 L of oxygen; pressure: 5 kg/cm2) connected thereto. As a result, with a conversion of 1,3,5-adamantanetriol of 99%, there was obtained 1-carboxy-3,5,7-adamantanetriol (yield: 80%). The reactants are FC(C1=C(CN2N=C(C3=CC(=CC=C23)C=C2C(N=C(S2)SCC)=O)C#N)C=CC(=C1)C(F)(F)F)(F)F (1-(2,4-Bis-trifluoromethyl-benzyl)-5-(2-ethylsulfanyl-4-oxo-4H-thiazol-5-ylidenemethyl)-1H-indazole-3-carbonitrile), C(C)(C)(C)OC(=O)N1[C@H](CNCC1)CO (2-(R)-Hydroxymethyl-piperazine-1-carboxylic acid tert-butyl ester). The product is C(C)(C)(C)OC(=O)N1[C@H](CN(CC1)C=1SC(C(N1)=O)=CC=1C=C2C(=NN(C2=CC1)CC1=C(C=C(C=C1)C(F)(F)F)C(F)(F)F)C#N)CO (4-{5-[1-(2,4-Bis-trifluoromethyl-benzyl)-3-cyano-1H-indazol-5-ylmethylene]-4-oxo-4,5-dihydro-thiazol-2-yl}-2-(R)-hydroxymethyl-piperazine-1-carboxylic acid tert-butyl ester). Reaction SMILES: [F:1][C:2]([F:36])([F:35])[C:3]1[CH:30]=[C:29]([C:31]([F:34])([F:33])[F:32])[CH:28]=[CH:27][C:4]=1[CH2:5][N:6]1[C:14]2[C:9](=[CH:10][C:11]([CH:15]=[C:16]3[S:20][C:19](SCC)=[N:18][C:17]3=[O:24])=[CH:12][CH:13]=2)[C:8]([C:25]#[N:26])=[N:7]1.[C:37]([O:41][C:42]([N:44]1[CH2:49][CH2:48][NH:47][CH2:46][C@@H:45]1[CH2:50][OH:51])=[O:43])([CH3:40])([CH3:39])[CH3:38]>>[C:37]([O:41][C:42]([N:44]1[CH2:49][CH2:48][N:47]([C:19]2[S:20][C:16](=[CH:15][C:11]3[CH:10]=[C:9]4[C:14](=[CH:13][CH:12]=3)[N:6]([CH2:5][C:4]3[CH:27]=[CH:28][C:29]([C:31]([F:33])([F:34])[F:32])=[CH:30][C:3]=3[C:2]([F:1])([F:35])[F:36])[N:7]=[C:8]4[C:25]#[N:26])[C:17](=[O:24])[N:18]=2)[CH2:46][C@@H:45]1[CH2:50][OH:51])=[O:43])([CH3:40])([CH3:39])[CH3:38]. Procedure: 4-{5-[1-(2,4-Bis-trifluoromethyl-benzyl)-3-cyano-1H-indazol-5-ylmethylene]-4-oxo-4,5-dihydro-thiazol-2-yl}-2-(R)-hydroxymethyl-piperazine-1-carboxylic acid tert-butyl ester was prepared from 1-(2,4-Bis-trifluoromethyl-benzyl)-5-(2-ethylsulfanyl-4-oxo-4H-thiazol-5-ylidenemethyl)-1H-indazole-3-carbonitrile and 2-(R)-Hydroxymethyl-piperazine-1-carboxylic acid tert-butyl ester following General Procedure C. Starting materials: C(C)(C)(C)[Si](C)(C)OCC1=C(C=C(C(=C1)F)N=C=O)F (tert-butyl[(2,5-difluoro-4-isocyanatobenzyl)oxy]dimethylsilane), OCCN([C@@H]1CC[C@H](CC1)OC(C(=O)[O-])(C=1SC=CC1)C=1SC=CC1)C (trans-4-[(2-hydroxyethyl)(methyl)amino]cyclohexylhydroxy(di-2-thienyl)acetate). Product: oil, C(C)(C)(C)[Si](C)(C)OCC1=C(C=C(C(=C1)F)N=C=O)F (tert-butyl[(2,5-difluoro-4-isocyanatobenzyl)oxy]dimethylsilane), OCCN([C@@H]1CC[C@H](CC1)OC(C(=O)[O-])(C=1SC=CC1)C=1SC=CC1)C (trans-4-[(2-hydroxyethyl)(methyl)amino]cyclohexylhydroxy(di-2-thienyl)acetate), C(C)(C)NCCNC(C)C (diisopropylethylendiamine). The yield is 41.0%. RXN SMILES: [C:1]([Si:5]([O:8][CH2:9][C:10]1[CH:15]=[C:14]([F:16])[C:13]([N:17]=[C:18]=[O:19])=[CH:12][C:11]=1[F:20])([CH3:7])[CH3:6])([CH3:4])([CH3:3])[CH3:2].[OH:21][CH2:22][CH2:23][N:24]([CH3:46])[C@H:25]1[CH2:30][CH2:29][C@H:28]([O:31][C:32]([C:41]2[S:42][CH:43]=[CH:44][CH:45]=2)([C:36]2[S:37][CH:38]=[CH:39][CH:40]=2)[C:33]([O-:35])=[O:34])[CH2:27][CH2:26]1>>[C:1]([Si:5]([O:8][CH2:9][C:10]1[CH:15]=[C:14]([F:16])[C:13]([N:17]=[C:18]=[O:19])=[CH:12][C:11]=1[F:20])([CH3:7])[CH3:6])([CH3:4])([CH3:2])[CH3:3].[OH:21][CH2:22][CH2:23][N:24]([CH3:46])[C@H:25]1[CH2:30][CH2:29][C@H:28]([O:31][C:32]([C:36]2[S:37][CH:38]=[CH:39][CH:40]=2)([C:41]2[S:42][CH:43]=[CH:44][CH:45]=2)[C:33]([O-:35])=[O:34])[CH2:27][CH2:26]1.[CH:25]([NH:24][CH2:23][CH2:18][NH:17][CH:13]([CH3:12])[CH3:14])([CH3:30])[CH3:26]. Procedure details: Obtained as a colorless oil (41%) from tert-butyl[(2,5-difluoro-4-isocyanatobenzyl)oxy]dimethylsilane (intermediate 141; 0.43 g, 1.46 mmol), trans-4-[(2-hydroxyethyl)(methyl)amino]cyclohexylhydroxy(di-2-thienyl)acetate (intermediate 60; 0.57 g, 1.46 mmol) and diisopropylethylendiamine (0.38 mL, 2.22 mmol) following the experimental procedure as described in intermediate 61 (reaction time and temperature: 24 hours at 60° C.), followed by a purification by column chromatography with silica gel, el... The reactants are COC=1C=C(C=CC1)C(CN)(C)C (2-(3-methoxyphenyl)-2-methylpropylamine), C=O (formaldehyde). Run in O (water). Reaction conditions: time 3 hour. Product: CC1(CNCC2=CC=C(C=C12)OC)C (4,4-Dimethyl-6-methoxy-1,2,3,4-tetrahydroisoquinoline). Yield: 80.9%. As a reaction SMILES: [CH3:1][O:2][C:3]1[CH:4]=[C:5]([C:9]([CH3:13])([CH3:12])[CH2:10][NH2:11])[CH:6]=[CH:7][CH:8]=1.[CH2:14]=O>O>[CH3:12][C:9]1([CH3:13])[C:5]2[C:6](=[CH:7][CH:8]=[C:3]([O:2][CH3:1])[CH:4]=2)[CH2:14][NH:11][CH2:10]1. Procedure details: A mixture of 2-(3-methoxyphenyl)-2-methylpropylamine (7.5 g, 0.042 mol), 40% aqueous formaldehyde (3.2 g, 0.043 mol) and water (3.2 ml) was stirred at room temperature for 3 hours then heated on a steam bath for 0.5 hour. On cooling the mixture was partitioned between water (100 ml) and dichloromethane (50 ml) and the aqueous layer extracted with dichloromethane (3×50 ml). Combined extracts were dried (Na2SO4) and evaporated in vacuo. The residue was mixed with water (3.6 ml) and concentrated hy... Reactants: [N+](=O)([O-])C=1C=C(C=CC1)S(=O)(=O)OCCC1=CC=C(C=C1)NC(=O)OC(C)(C)C (4-(tert-butoxycarbonylamino)phenethyl 3-nitro-benzenesulfonate), OC1=CC=C(C=O)C=C1 (p-hydroxybenzaldehyde), C([O-])([O-])=O.[K+].[K+] (potassium carbonate). Run in C(C)#N (acetonitrile). The product is C(=O)C1=CC=C(OCCC2=CC=C(C=C2)NC(OC(C)(C)C)=O)C=C1 (tert-butyl N-{4-[2-(4-formylphenoxy)ethyl]phenyl}carbamate). Yield: 79.0%. RXN SMILES: [N+](C1C=C(S([O:13][CH2:14][CH2:15][C:16]2[CH:21]=[CH:20][C:19]([NH:22][C:23]([O:25][C:26]([CH3:29])([CH3:28])[CH3:27])=[O:24])=[CH:18][CH:17]=2)(=O)=O)C=CC=1)([O-])=O.O[C:31]1[CH:38]=[CH:37][C:34]([CH:35]=[O:36])=[CH:33][CH:32]=1.C(=O)([O-])[O-].[K+].[K+]>C(#N)C>[CH:35]([C:34]1[CH:37]=[CH:38][C:31]([O:13][CH2:14][CH2:15][C:16]2[CH:17]=[CH:18][C:19]([NH:22][C:23](=[O:24])[O:25][C:26]([CH3:27])([CH3:28])[CH3:29])=[CH:20][CH:21]=2)=[CH:32][CH:33]=1)=[O:36] |f:2.3.4|. Procedure details: 26.7 g (63 mmole) 4-(tert-butoxycarbonylamino)phenethyl 3-nitro-benzenesulfonate, 8.5 g (69 mmole) p-hydroxybenzaldehyde, 9.54 g (69 mmole) potassium carbonate and acetonitrile was refluxed for 3 hours and thereafter stirred over night at room temperature. The precipitate was filtered off and the solvent was evaporated. Dichloromethane was added and the organic phase was washed with saturated sodium carbonate and thereafter with sodium hydroxide (0.1 M), dried (sodium sulfate), filtered and the ... Starting materials: C1(CCCCCC1)N (cycloheptylamine), C(C)(C)N(CC)C(C)C (diisopropylethylamine), BrCC(=O)Br (bromoacetyl bromide). The solvent is C(Cl)Cl (methylene chloride), O (water). Conditions: time 30 minute. Product: BrCC(=O)NC1CCCCCC1 (Bromo-N-cycloheptyl acetamide). The yield is 89.7%. RXN SMILES: [CH:1]1([NH2:8])[CH2:7][CH2:6][CH2:5][CH2:4][CH2:3][CH2:2]1.C(N(C(C)C)CC)(C)C.[Br:18][CH2:19][C:20](Br)=[O:21]>C(Cl)Cl.O>[Br:18][CH2:19][C:20]([NH:8][CH:1]1[CH2:7][CH2:6][CH2:5][CH2:4][CH2:3][CH2:2]1)=[O:21]. Reported procedure: To a -20° C. solution of cycloheptylamine (6.37 mL, 50.0 mmol) and diisopropylethylamine (9.58 mL, 55.0 mmol) in methylene chloride (250 mL) was slowly added bromoacetyl bromide (4.78 mL, 55.0 mmol). The reaction mixture was warmed to room temperature over 20 minutes and stirred for an addition 30 minutes. The reaction mixture was diluted with water (100 mL) and stirred for an additional 30 minutes. The organic layer was separated, washed with water (3×100 mL), dried over magnesium sulfate and c...